From a dataset of the Open Reaction Database (ORD), a public repository of structured organic reaction records. describe an organic reaction: reactants, conditions, products, and yield Starting materials: ClC1=CC(=C(CN2N=CC3=CC(=CC=C23)C=C2C(N=C(S2)SCC)=O)C=C1)C(F)(F)F (5-[1-(4-Chloro-2-trifluoromethyl-benzyl)-1H-indazol-5-ylmethylene]-2-ethylsulfanyl-thiazol-4-one), N1CCNCCC1 ([1,4]diazepane). Yields the product ClC1=CC(=C(CN2N=CC3=CC(=CC=C23)C=C2C(N=C(S2)N2CCNCCC2)=O)C=C1)C(F)(F)F (5-[1-(4-Chloro-2-trifluoromethyl-benzyl)-1H-indazol-5-ylmethylene]-2-[1,4]diazepan-1-yl-thiazol-4-one). Reaction SMILES: [Cl:1][C:2]1[CH:27]=[CH:26][C:5]([CH2:6][N:7]2[C:15]3[C:10](=[CH:11][C:12]([CH:16]=[C:17]4[S:21][C:20](SCC)=[N:19][C:18]4=[O:25])=[CH:13][CH:14]=3)[CH:9]=[N:8]2)=[C:4]([C:28]([F:31])([F:30])[F:29])[CH:3]=1.[NH:32]1[CH2:38][CH2:37][CH2:36][NH:35][CH2:34][CH2:33]1>>[Cl:1][C:2]1[CH:27]=[CH:26][C:5]([CH2:6][N:7]2[C:15]3[C:10](=[CH:11][C:12]([CH:16]=[C:17]4[S:21][C:20]([N:32]5[CH2:38][CH2:37][CH2:36][NH:35][CH2:34][CH2:33]5)=[N:19][C:18]4=[O:25])=[CH:13][CH:14]=3)[CH:9]=[N:8]2)=[C:4]([C:28]([F:30])([F:29])[F:31])[CH:3]=1. Procedure details: 5-[1-(4-Chloro-2-trifluoromethyl-benzyl)-1H-indazol-5-ylmethylene]-2-[1,4]diazepan-1-yl-thiazol-4-one was prepared from 5-[1-(4-Chloro-2-trifluoromethyl-benzyl)-1H-indazol-5-ylmethylene]-2-ethylsulfanyl-thiazol-4-one and [1,4]diazepane following General Procedure C.